The task is: describe an organic reaction: reactants, conditions, products, and yield. This data is from the Open Reaction Database (ORD), a public repository of structured organic reaction records. Starting materials: C(=O)C=1C(=NN(C1)C1=CC=CC=C1)OCC1=CC(=C(OCC=2N=C(OC2C)C=2C=C(C#N)C=CC2)C=C1)OC (3-{4-[(4-{[(4-formyl-1-phenyl-1H-pyrazol-3-yl)oxy]methyl}-2-methoxyphenoxy)methyl]-5-methyl-1,3-oxazol-2-yl}benzonitrile), C(P(OCC)(OCC)=O)P(OCC)(OCC)=O (tetraethyl methylenediphosphonate), CN(C=O)C (N,N-dimethylformamide), [H-].[Na+] (sodium hydride). The solvent is O (Water). Conditions: time 2 hour. Yields the product C(#N)C=1C=C(C=CC1)C=1OC(=C(N1)COC1=C(C=C(COC2=NN(C=C2/C=C/P(OCC)(OCC)=O)C2=CC=CC=C2)C=C1)OC)C (diethyl [(E)-2-{3-[(4-{[2-(3-cyanophenyl)-5-methyl-1,3-oxazol-4-yl]methoxy}-3-methoxybenzyl)oxy]-1-phenyl-1H-pyrazol-4-yl}ethenyl]phosphonate). The yield is 70.0%. RXN SMILES: [CH:1]([C:3]1[C:4]([O:14][CH2:15][C:16]2[CH:37]=[CH:36][C:19]([O:20][CH2:21][C:22]3[N:23]=[C:24]([C:28]4[CH:29]=[C:30]([CH:33]=[CH:34][CH:35]=4)[C:31]#[N:32])[O:25][C:26]=3[CH3:27])=[C:18]([O:38][CH3:39])[CH:17]=2)=[N:5][N:6]([C:8]2[CH:13]=[CH:12][CH:11]=[CH:10][CH:9]=2)[CH:7]=1)=O.[CH2:40](P(=O)(OCC)OCC)[P:41](=[O:48])([O:45][CH2:46][CH3:47])[O:42][CH2:43][CH3:44].CN(C)C=O.[H-].[Na+]>O>[C:31]([C:30]1[CH:29]=[C:28]([C:24]2[O:25][C:26]([CH3:27])=[C:22]([CH2:21][O:20][C:19]3[CH:36]=[CH:37][C:16]([CH2:15][O:14][C:4]4[C:3](/[CH:1]=[CH:40]/[P:41](=[O:48])([O:45][CH2:46][CH3:47])[O:42][CH2:43][CH3:44])=[CH:7][N:6]([C:8]5[CH:13]=[CH:12][CH:11]=[CH:10][CH:9]=5)[N:5]=4)=[CH:17][C:18]=3[O:38][CH3:39])[N:23]=2)[CH:35]=[CH:34][CH:33]=1)#[N:32] |f:3.4|. Procedure: To a mixture of 3-{4-[(4-{[(4-formyl-1-phenyl-1H-pyrazol-3-yl)oxy]methyl}-2-methoxyphenoxy)methyl]-5-methyl-1,3-oxazol-2-yl}benzonitrile (2.50 g), tetraethyl methylenediphosphonate (1.53 g) and N,N-dimethylformamide (50 mL) was added sodium hydride (60% in oil, 0.23 g) at room temperature. The mixture was stirred at room temperature for 2 hrs. Water was poured into the reaction mixture, and the mixture was extracted with ethyl acetate. The organic layer was washed with saturated brine, dried ove... Reactants: CCS(=O)(=O)NC(C(=O)NCCc1ccc(OCc2ccccc2)c(OC)c1)C(C)C, [H][H], C1CCOC1. Yields the product CCS(=O)(=O)NC(C(=O)NCCc1ccc(O)c(OC)c1)C(C)C. As a reaction SMILES: [CH2:1]([c:2]1[cH:3][cH:4][cH:5][cH:6][cH:7]1)[O:8][c:9]1[c:10]([O:30][CH3:31])[cH:11][c:12]([CH2:15][CH2:16][NH:17][C:18]([CH:19]([CH:20]([CH3:21])[CH3:22])[NH:23][S:24](=[O:25])(=[O:26])[CH2:27][CH3:28])=[O:29])[cH:13][cH:14]1.[H:32][H:33].[O:34]1[CH2:35][CH2:36][CH2:37][CH2:38]1>>[OH:8][c:9]1[c:10]([O:30][CH3:31])[cH:11][c:12]([CH2:15][CH2:16][NH:17][C:18]([CH:19]([CH:20]([CH3:21])[CH3:22])[NH:23][S:24](=[O:25])(=[O:26])[CH2:27][CH3:28])=[O:29])[cH:13][cH:14]1. Starting materials: Cc1sc2nc(-c3cccnc3)nc(Cl)c2c1Cl, NCc1cccc([N+](=O)[O-])c1. Product: Cc1sc2nc(-c3cccnc3)nc(NCc3cccc([N+](=O)[O-])c3)c2c1Cl. RXN SMILES: [Cl:12][c:13]1[c:14]2[c:15]([n:16][c:17](-[c:19]3[cH:20][n:21][cH:22][cH:23][cH:24]3)[n:18]1)[s:25][c:26]([CH3:29])[c:27]2[Cl:28].[N+:1](=[O:2])([O-:3])[c:4]1[cH:5][c:6]([CH2:7][NH2:8])[cH:9][cH:10][cH:11]1>>[N+:1](=[O:2])([O-:3])[c:4]1[cH:5][c:6]([CH2:7][NH:8][c:13]2[c:14]3[c:15]([n:16][c:17](-[c:19]4[cH:20][n:21][cH:22][cH:23][cH:24]4)[n:18]2)[s:25][c:26]([CH3:29])[c:27]3[Cl:28])[cH:9][cH:10][cH:11]1. Starting materials: OCCNc1nc(Cl)ncc1I, OB(O)c1cccs1. Product: OCCNc1nc(Cl)ncc1-c1cccs1. As a reaction SMILES: [Cl:1][c:2]1[n:3][cH:4][c:5]([I:12])[c:6]([NH:8][CH2:9][CH2:10][OH:11])[n:7]1.[s:13]1[c:14]([B:18]([OH:19])[OH:20])[cH:15][cH:16][cH:17]1>>[Cl:1][c:2]1[n:3][cH:4][c:5](-[c:14]2[s:13][cH:17][cH:16][cH:15]2)[c:6]([NH:8][CH2:9][CH2:10][OH:11])[n:7]1. Starting materials: C(C)OC(=O)C1=C(N(C(=C1C(C)(C)C)Br)C1=CC=C(C=C1)F)CBr (5-bromo-2-bromomethyl-4-tert-butyl-1-(4-fluoro-phenyl)-1H-pyrrole-3-carboxylic acid ethyl ester), C(C)OC(CNC(=O)OC(C)(C)C)=O (tert-butoxycarbonylamino-acetic acid ethyl ester). Product: C(C)OC(=O)C1=C(N(C(=C1C(C)(C)C)Br)C1=CC=C(C=C1)F)CN(CC(=O)OCC)C(=O)OC(C)(C)C (5-Bromo-2-[(tert-butoxycarbonyl-ethoxycarbonylmethyl-amino)-methyl]-4-tert-butyl-1-(4-fluoro-phenyl)-1H-pyrrole-3-carboxylic acid ethyl ester). Reaction SMILES: [CH2:1]([O:3][C:4]([C:6]1[C:10]([C:11]([CH3:14])([CH3:13])[CH3:12])=[C:9]([Br:15])[N:8]([C:16]2[CH:21]=[CH:20][C:19]([F:22])=[CH:18][CH:17]=2)[C:7]=1[CH2:23]Br)=[O:5])[CH3:2].[CH2:25]([O:27][C:28](=[O:38])[CH2:29][NH:30][C:31]([O:33][C:34]([CH3:37])([CH3:36])[CH3:35])=[O:32])[CH3:26]>>[CH2:1]([O:3][C:4]([C:6]1[C:10]([C:11]([CH3:14])([CH3:13])[CH3:12])=[C:9]([Br:15])[N:8]([C:16]2[CH:21]=[CH:20][C:19]([F:22])=[CH:18][CH:17]=2)[C:7]=1[CH2:23][N:30]([C:31]([O:33][C:34]([CH3:35])([CH3:37])[CH3:36])=[O:32])[CH2:29][C:28]([O:27][CH2:25][CH3:26])=[O:38])=[O:5])[CH3:2]. Reported procedure: Prepared in analogy to that of Example 1(c) from 5-bromo-2-bromomethyl-4-tert-butyl-1-(4-fluoro-phenyl)-1H-pyrrole-3-carboxylic acid ethyl ester and tert-butoxycarbonylamino-acetic acid ethyl ester. The title compound, ESI MS (m/z): 605 (M+Na+). As a reaction SMILES: [C:1]([CH3:2])([CH3:3])([CH3:4])[n:5]1[n:6][cH:7][c:8]([SH:13])[c:9]([CH3:12])[c:10]1=[O:11].[CH3:14][I:15].[CH3:23][N:24]([CH3:25])[CH:26]=[O:27].[Na+:16].[Na+:17].[O-:18][C:19](=[O:20])[O-:21].[OH2:22]>>[C:1]([CH3:2])([CH3:3])([CH3:4])[n:5]1[n:6][cH:7][c:8]([S:13][CH3:19])[c:9]([CH3:12])[c:10]1=[O:11]. The product is CSc1cnn(C(C)(C)C)c(=O)c1C. Reactants: Cc1c(S)cnn(C(C)(C)C)c1=O, CI, CN(C)C=O, [Na+], [Na+], O=C([O-])[O-], O. Starting materials: CC=CC(=O)C1=C(C)C=CCC1(C)C, C1COCCO1, O=[Se]. Yields the product CC=CC(=O)C1=C(C)C=CC(=O)C1(C)C. Reaction SMILES: [CH3:1][C:2]1=[C:3]([C:10]([CH:11]=[CH:12][CH3:13])=[O:14])[C:4]([CH3:8])([CH3:9])[CH2:5][CH:6]=[CH:7]1.[O:17]1[CH2:18][CH2:19][O:20][CH2:21][CH2:22]1.[Se:15]=[O:16]>>[CH3:1][C:2]1=[C:3]([C:10]([CH:11]=[CH:12][CH3:13])=[O:14])[C:4]([CH3:8])([CH3:9])[C:5](=[O:16])[CH:6]=[CH:7]1.